From a dataset of the Open Reaction Database (ORD), a public repository of structured organic reaction records. describe an organic reaction: reactants, conditions, products, and yield Reactants: ClC(=O)C=1C(=C(C(=NC1C(F)(F)F)C(F)F)C(=O)OC)C1CCC1 (Methyl 5-chlorocarbonyl-4-cyclobutyl-2-(difluoromethyl)-6-(trifluoromethyl)-3-pyridinecarboxylate), CC(C)S (2-propanthiol). The product is FC(C1=NC(=C(C(=C1C(=O)OC)C1CCC1)C(=O)SC(C)C)C(F)(F)F)F (Methyl 2-(Difluoromethyl)-5-[(i-propylthio)carbonyl]-4-(cyclobutyl)-6-(trifluoromethyl)-3-pyridinecarboxylate). Reaction SMILES: Cl[C:2]([C:4]1[C:5]([CH:21]2[CH2:24][CH2:23][CH2:22]2)=[C:6]([C:17]([O:19][CH3:20])=[O:18])[C:7]([CH:14]([F:16])[F:15])=[N:8][C:9]=1[C:10]([F:13])([F:12])[F:11])=[O:3].[CH3:25][CH:26]([SH:28])[CH3:27]>>[F:16][CH:14]([F:15])[C:7]1[C:6]([C:17]([O:19][CH3:20])=[O:18])=[C:5]([CH:21]2[CH2:22][CH2:23][CH2:24]2)[C:4]([C:2]([S:28][CH:26]([CH3:27])[CH3:25])=[O:3])=[C:9]([C:10]([F:12])([F:11])[F:13])[N:8]=1. Reported procedure: Methyl 5-chlorocarbonyl-4-cyclobutyl-2-(difluoromethyl)-6-(trifluoromethyl)-3-pyridinecarboxylate prepared similarly to the procedure in step 7 of U.S. Pat. No. 4,988,384 was reacted with 2-propanthiol according to the procedure in example 141 of U.S. Pat. No. 4,692,184 to give the product as an oil, nD25 1.4946.